From a dataset of the Open Reaction Database (ORD), a public repository of structured organic reaction records. describe an organic reaction: reactants, conditions, products, and yield The reactants are COC(C1=CC=CC=C1)(C(=O)C2=CC=CC=C2)OC (IRGACURE 651), acrylic polymer, C(C=C)(=O)O.NC(=O)OCC (urethane acrylate), Polyurethane, acrylic polymer, CORONATE. Product: C(C=C)(=O)OCC(CCCC)CC (2-ethylhexyl acrylate), C(C=C)(=O)O (acrylic acid). RXN SMILES: [C:1]([OH:5])(=[O:4])[CH:2]=[CH2:3].NC(OCC)=O.C[O:13][C:14]([O:29]C)([C:21]([C:23]1C=CC=C[CH:24]=1)=O)[C:15]1[CH:20]=CC=[CH:17][CH:16]=1>>[C:1]([O:5][CH2:20][CH:15]([CH2:16][CH3:17])[CH2:14][CH2:21][CH2:23][CH3:24])(=[O:4])[CH:2]=[CH2:3].[C:14]([OH:29])(=[O:13])[CH:15]=[CH2:16] |f:0.1|. Procedure details: A pressure-sensitive adhesive A-3 was prepared by mixing 100 parts by weight of an acrylic polymer with 10 parts by weight of an ultraviolet-curable urethane acrylate oligomer (supplied by Nippon Synthetic Chemical Industry Co., Ltd. under the trade name “SHIKOH UV1700”), 3 parts by weight of an initiator for active-energy-ray-induced polymerization (supplied by Ciba Japan (now part of BASF Japan Ltd.) under the trade name “IRGACURE 651”), and 3 parts by weight of a crosslinking agent (supplied ... Reactants: CCO, CN1CCN(c2cccc([N+](=O)[O-])c2)CC1. The product is CN1CCN(c2cccc(N)c2)CC1. Reaction SMILES: [CH3:17][CH2:18][OH:19].[CH3:1][N:2]1[CH2:3][CH2:4][N:5]([c:8]2[cH:9][c:10]([N+:14]([O-:15])=[O:16])[cH:11][cH:12][cH:13]2)[CH2:6][CH2:7]1>>[CH3:1][N:2]1[CH2:3][CH2:4][N:5]([c:8]2[cH:9][c:10]([NH2:14])[cH:11][cH:12][cH:13]2)[CH2:6][CH2:7]1.